From a dataset of the Open Reaction Database (ORD), a public repository of structured organic reaction records. describe an organic reaction: reactants, conditions, products, and yield The reactants are [Na].CC1(COC(OC1)COC1=C(C(=NC=C1)CS(=O)C1=NC2=C(N1)C=CC=C2)C)C (2-(((4-((5,5-dimethyl-1,3-dioxan-2-yl)methoxy)-3-methylpyridin-2-yl)methyl)sulfinyl)-1H-benzimidazole sodium salt), ClC1=C(C(=[N+](C=C1)[O-])C)C (4-chloro-2,3-dimethylpyridine 1-oxide), FC1(COC(OC1)CO)F ((5,5-difluoro-1,3-dioxan-2-yl)methanol). The product is [Na].FC1(COC(OC1)COC1=C(C(=NC=C1)CS(=O)C1=NC2=C(N1)C=CC=C2)C)F (2-(((4-((5,5-difluoro-1,3-dioxan-2-yl)methoxy)-3-methylpyridin-2-yl)methyl)sulfinyl)-1H-benzimidazole sodium salt). Isolated yield 22.7%. Reaction SMILES: [Na:1].CC1(C)COC(CO[C:11]2[CH:16]=[CH:15][N:14]=[C:13]([CH2:17][S:18]([C:20]3[NH:24][C:23]4[CH:25]=[CH:26][CH:27]=[CH:28][C:22]=4[N:21]=3)=[O:19])[C:12]=2[CH3:29])OC1.ClC1C=C[N+]([O-])=C(C)C=1C.[F:41][C:42]1([F:50])[CH2:47][O:46][CH:45]([CH2:48][OH:49])[O:44][CH2:43]1>>[Na:1].[F:41][C:42]1([F:50])[CH2:47][O:46][CH:45]([CH2:48][O:49][C:11]2[CH:16]=[CH:15][N:14]=[C:13]([CH2:17][S:18]([C:20]3[NH:24][C:23]4[CH:25]=[CH:26][CH:27]=[CH:28][C:22]=4[N:21]=3)=[O:19])[C:12]=2[CH3:29])[O:44][CH2:43]1 |f:0.1,4.5,^1:0,50|. Procedure: The same procedure as in the steps (1c) to (1g) of Example 1 was repeated using 4-chloro-2,3-dimethylpyridine 1-oxide and (5,5-difluoro-1,3-dioxan-2-yl)methanol to obtain the title compound (375 mg, 5 steps: 22.7%) as a white powder. Reactants: BrC1=CC=C(N=N1)N (6-bromopyridazin-3-amine), BrC(C(=O)C1CC1)C (2-bromo-1-cyclopropylpropan-1-one), C(=O)(O)[O-].[Na+] (NaHCO3). Solvent: CC(=O)N(C)C (DMA). Conditions: temperature 80 celsius, time 16 hour. The product is BrC=1C=CC=2N(N1)C(=C(N2)C2CC2)C (6-Bromo-2-cyclopropyl-3-methylimidazo[1,2-b]pyridazine). Isolated yield 75.9%. As a reaction SMILES: [Br:1][C:2]1[N:7]=[N:6][C:5]([NH2:8])=[CH:4][CH:3]=1.Br[CH:10]([CH3:16])[C:11]([CH:13]1[CH2:15][CH2:14]1)=O.C([O-])(O)=O.[Na+]>CC(N(C)C)=O>[Br:1][C:2]1[CH:3]=[CH:4][C:5]2[N:6]([C:10]([CH3:16])=[C:11]([CH:13]3[CH2:15][CH2:14]3)[N:8]=2)[N:7]=1 |f:2.3|. Procedure details: To a solution of 6-bromopyridazin-3-amine (1.0 g) in DMA (10 ml) were added 2-bromo-1-cyclopropylpropan-1-one (2.04 g) and NaHCO3 (0.966 g) at room temperature, and the mixture was stirred at 80° C. for 16 h. The mixture was partitioned between EtOAc and water, and the organic layer was washed with brine, dried over MgSO4, concentrated in vacuo, and purified by silica gel column chromatography (hexane/EtOAc) to give the title compound (1.10 g) as yellow crystals. Starting materials: CCOC(=O)C=Cc1c(C(=O)OCC)n(-c2ccc(OC(C)C)cc2)c2ccc(-c3ccc(C(F)(F)F)cn3)cc12, C1=CCCCC1, CCO. Product: CCOC(=O)CCc1c(C(=O)OCC)n(-c2ccc(OC(C)C)cc2)c2ccc(-c3ccc(C(F)(F)F)cn3)cc12. Reaction SMILES: [CH2:1]([CH3:2])[O:3][C:4](=[O:5])[c:6]1[n:7](-[c:32]2[cH:33][cH:34][c:35]([O:38][CH:39]([CH3:40])[CH3:41])[cH:36][cH:37]2)[c:8]2[cH:9][cH:10][c:11](-[c:22]3[n:23][cH:24][c:25]([C:28]([F:29])([F:30])[F:31])[cH:26][cH:27]3)[cH:12][c:13]2[c:14]1[CH:15]=[CH:16][C:17](=[O:18])[O:19][CH2:20][CH3:21].[CH2:42]1[CH2:43][CH:44]=[CH:45][CH2:46][CH2:47]1.[CH3:48][CH2:49][OH:50]>>[CH2:1]([CH3:2])[O:3][C:4](=[O:5])[c:6]1[n:7](-[c:32]2[cH:33][cH:34][c:35]([O:38][CH:39]([CH3:40])[CH3:41])[cH:36][cH:37]2)[c:8]2[cH:9][cH:10][c:11](-[c:22]3[n:23][cH:24][c:25]([C:28]([F:29])([F:30])[F:31])[cH:26][cH:27]3)[cH:12][c:13]2[c:14]1[CH2:15][CH2:16][C:17](=[O:18])[O:19][CH2:20][CH3:21]. Reported procedure: A three-neck flask equipped with a dry ice condenser was cooled to −78° C. and anhydrous ammonia (100 mL) was condensed into the flask. Lithium (134 mg, 19 mmol, 10 equiv) was added, and the resulting blue solution was stirred for 0.5 h. To this was added a solution of compound 19 (550 g, 1.91 mmol) in dry THF (50 mL). After 3 h of stirring, solid NH4Cl was added until the blue color disappeared, and the reaction mixture was allowed to warm to room temperature overnight and aqueous NH4Cl was add... The reactants are N (ammonia), C[C@@]12[C@@H]3C[C@H]4[C@](C[C@H]3CCC2=CC(CC1)=O)([C@H](CC4)O)C ((6aR,7aS,8S,10aS,11aR,11bS)-1,2,5,6,6a,7,7a,8,9,10,10a,11,11a,11b-Tetradecahydro-11b,7a-Dimethyl-8-hydroxy-3H-cyclopenta[b]phenanthren-3-one), [NH4+].[Cl-] (NH4Cl), [Li] (Lithium), [NH4+].[Cl-] (NH4Cl). The solvent is C1CCOC1 (THF). The yield is 86.5%. Product: C[C@@]12[C@@H]3C[C@H]4[C@](C[C@H]3CC[C@@H]2CC(CC1)=O)([C@H](CC4)O)C ((4aR,6aR,7aS,8S,10aS,11aR,11bR)-Hexadecahydro-11b,7a-dimethyl-8-hydroxy-3H-cyclopenta[b]phenanthren-3-one). Run at temperature -78 celsius, time 0.5 hour. Reaction SMILES: N.[Li].[CH3:3][C@@:4]12[CH2:17][CH2:16][C:15](=[O:18])[CH:14]=[C:13]1[CH2:12][CH2:11][C@H:10]1[C@H:5]2[CH2:6][C@@H:7]2[CH2:21][CH2:20][C@H:19]([OH:22])[C@@:8]2([CH3:23])[CH2:9]1.[NH4+].[Cl-]>C1COCC1>[CH3:3][C@@:4]12[CH2:17][CH2:16][C:15](=[O:18])[CH2:14][C@H:13]1[CH2:12][CH2:11][C@H:10]1[C@H:5]2[CH2:6][C@@H:7]2[CH2:21][CH2:20][C@H:19]([OH:22])[C@@:8]2([CH3:23])[CH2:9]1 |f:3.4,^1:1|. Starting materials: CC(C)(C)OC(=O)c1ccccc1-c1ccc(CBr)cc1, CCCc1ccc(C=O)[nH]1, ClCCl, [Na+], [OH-]. Product: CCCc1ccc(C=O)n1Cc1ccc(-c2ccccc2C(=O)OC(C)(C)C)cc1. RXN SMILES: [Br:11][CH2:12][c:13]1[cH:14][cH:15][c:16](-[c:19]2[c:20]([C:25](=[O:26])[O:27][C:28]([CH3:29])([CH3:30])[CH3:31])[cH:21][cH:22][cH:23][cH:24]2)[cH:17][cH:18]1.[CH2:1]([CH2:2][CH3:3])[c:4]1[cH:5][cH:6][c:7]([CH:9]=[O:10])[nH:8]1.[CH2:34]([Cl:35])[Cl:36].[Na+:33].[OH-:32]>>[CH2:1]([CH2:2][CH3:3])[c:4]1[cH:5][cH:6][c:7]([CH:9]=[O:10])[n:8]1[CH2:12][c:13]1[cH:14][cH:15][c:16](-[c:19]2[c:20]([C:25](=[O:26])[O:27][C:28]([CH3:29])([CH3:30])[CH3:31])[cH:21][cH:22][cH:23][cH:24]2)[cH:17][cH:18]1. Reactants: BrCC1CO1, C1CCOC1, CC(C)=CCO, [H-], [Na+]. Product: CC(C)=CCOCC1CO1. As a reaction SMILES: [Br:9][CH2:10][CH:11]1[CH2:12][O:13]1.[CH2:14]1[O:15][CH2:16][CH2:17][CH2:18]1.[CH3:1][C:2](=[CH:3][CH2:4][OH:5])[CH3:6].[H-:7].[Na+:8]>>[CH3:1][C:2](=[CH:3][CH2:4][O:5][CH2:10][CH:11]1[CH2:12][O:13]1)[CH3:6].